From a dataset of the Open Reaction Database (ORD), a public repository of structured organic reaction records. describe an organic reaction: reactants, conditions, products, and yield The reactants are O1C(CCCC1)OCCN1C(NC2=C1C=CC=C2)=O (1-[2-(tetrahydro-2H-pyran-2-yloxy)ethyl]-1,3-dihydro-2H-benzimidazol-2-one), CN(C)C=O (DMF), BrCCCl (1-bromo-2-chloroethane). The solvent is O (water). Reaction conditions: temperature 35 celsius, time 30 minute. Yields the product ClCCN1C(N(C2=C1C=CC=C2)CCOC2OCCCC2)=O (1-(2-Chloroethyl)-3-[2-(tetrahydro-2H-pyran-2-yloxy)ethyl]-1,3-dihydro-2H-benzimidazol-2-one). The yield is 34.5%. RXN SMILES: [O:1]1[CH2:6][CH2:5][CH2:4][CH2:3][CH:2]1[O:7][CH2:8][CH2:9][N:10]1[C:14]2[CH:15]=[CH:16][CH:17]=[CH:18][C:13]=2[NH:12][C:11]1=[O:19].CN(C=O)C.Br[CH2:26][CH2:27][Cl:28]>O>[Cl:28][CH2:27][CH2:26][N:12]1[C:13]2[CH:18]=[CH:17][CH:16]=[CH:15][C:14]=2[N:10]([CH2:9][CH2:8][O:7][CH:2]2[CH2:3][CH2:4][CH2:5][CH2:6][O:1]2)[C:11]1=[O:19]. Procedure: Into a stirred solution of 1-[2-(tetrahydro-2H-pyran-2-yloxy)ethyl]-1,3-dihydro-2H-benzimidazol-2-one (6.5 g, 25 mmoles) in DMF (40 ml) 80% sodium hydride (0.9 g, 30 mmoles) was added. After 30 minutes of stirring and heating to 35° C., 1-bromo-2-chloroethane (6.2 g, 48 mmoles) was added, the reaction temperature was increased to 90° C. and kept for 6 hours then cooled at room temperature. The reaction mixture was poured into water, extracted with diethyl ether, and the organic layer was taken t... Reactants: NC1=C(C=C(C=C1Br)Br)S(=O)(=O)N (2-Amino-3,5-dibromobenzenesulfonamide), NC1=C(C=C(C=C1Br)Br)S(=O)(=O)N (2-Amino-3,5-dibromobenzenesulfonamide), C(C1=CC=CC=C1)=O (benzaldehyde). The product is C1(=CC=CC=C1)C1NS(C2=C(N1)C(=CC(=C2)Br)Br)(=O)=O (3-Phenyl-5,7-dibromo-1,2,3,4-tetrahydro-1,2,4-benzothiadiazine-1,1-dioxide). RXN SMILES: [NH2:1][C:2]1[C:7]([Br:8])=[CH:6][C:5]([Br:9])=[CH:4][C:3]=1[S:10]([NH2:13])(=[O:12])=[O:11].[CH:14](=O)[C:15]1[CH:20]=[CH:19][CH:18]=[CH:17][CH:16]=1>>[C:15]1([CH:14]2[NH:1][C:2]3[C:7]([Br:8])=[CH:6][C:5]([Br:9])=[CH:4][C:3]=3[S:10](=[O:12])(=[O:11])[NH:13]2)[CH:20]=[CH:19][CH:18]=[CH:17][CH:16]=1. Reported procedure: 2-Amino-3,5-dibromobenzenesulfonamide (see compound 125) was transformed by Method G (using benzaldehyde). M.p. 186-189° C. Starting materials: ClC=1C(=NN(C1)C1=C(C=C(C(=C1)SCC(F)(F)F)C)F)OC(C(OC(F)(F)F)F)(F)F (4-chloro-1-{2-fluoro-4-methyl-5-(2,2,2-trifluoroethylthio)phenyl}-3-{1,1,2-trifluoro-2-(trifluoromethoxy)ethoxy}pyrazole), ClC1=CC(=CC=C1)C(=O)OO (m-chloroperbenzoic acid). Run in C(Cl)(Cl)Cl (chloroform). Reaction conditions: time 30 minute. The product is ClC=1C(=NN(C1)C1=C(C=C(C(=C1)S(=O)CC(F)(F)F)C)F)OC(C(OC(F)(F)F)F)(F)F (4-chloro-1-{2-fluoro-4-methyl-5-(2,2,2-trifluoroethylsulfinyl)phenyl}-3-{1,1,2-trifluoro-2-(trifluoromethoxy)ethoxy}pyrazole). The yield is 84.8%. As a reaction SMILES: [Cl:1][C:2]1[C:3]([O:21][C:22]([F:31])([F:30])[CH:23]([F:29])[O:24][C:25]([F:28])([F:27])[F:26])=[N:4][N:5]([C:7]2[CH:12]=[C:11]([S:13][CH2:14][C:15]([F:18])([F:17])[F:16])[C:10]([CH3:19])=[CH:9][C:8]=2[F:20])[CH:6]=1.ClC1C=CC=C(C(OO)=[O:40])C=1>C(Cl)(Cl)Cl>[Cl:1][C:2]1[C:3]([O:21][C:22]([F:31])([F:30])[CH:23]([F:29])[O:24][C:25]([F:26])([F:27])[F:28])=[N:4][N:5]([C:7]2[CH:12]=[C:11]([S:13]([CH2:14][C:15]([F:18])([F:17])[F:16])=[O:40])[C:10]([CH3:19])=[CH:9][C:8]=2[F:20])[CH:6]=1. Procedure details: 0.24 g of 4-chloro-1-{2-fluoro-4-methyl-5-(2,2,2-trifluoroethylthio)phenyl}-3-{1,1,2-trifluoro-2-(trifluoromethoxy)ethoxy}pyrazole was dissolved in 10 mL of chloroform, and 0.11 g of m-chloroperbenzoic acid (purity: 75%) was added under cooling with ice. After stirring for 30 minutes under cooling with ice, the solution was washed with an aqueous sodium thiosulfate solution and then washed with an aqueous sodium hydrogen carbonate solution, and then dried over anhydrous sodium sulfate. The solve... Starting materials: N([C@H](CCNC(=O)OCC1C2=CC=CC=C2C2=CC=CC=C12)C(=O)O)C(=O)OC(C)(C)C (Boc-D-Dab(Fmoc)-OH), N1CCCCC1 (piperidine). The solvent is CN(C)C=O (DMF). Run at time 30 minute. Yields the product NCC[C@H](C(=O)O)NC(=O)OC(C)(C)C ((R)-4-Amino-2-(tert-butoxycarbonylamino)butanoic acid). RXN SMILES: [NH:1]([C:26]([O:28][C:29]([CH3:32])([CH3:31])[CH3:30])=[O:27])[C@@H:2]([C:23]([OH:25])=[O:24])[CH2:3][CH2:4][NH:5]C(OCC1C2C(=CC=CC=2)C2C1=CC=CC=2)=O.N1CCCCC1>CN(C=O)C>[NH2:5][CH2:4][CH2:3][C@@H:2]([NH:1][C:26]([O:28][C:29]([CH3:32])([CH3:31])[CH3:30])=[O:27])[C:23]([OH:25])=[O:24]. Reported procedure: Boc-D-Dab(Fmoc)-OH (206 mg, 0.5 mmol, Oakwood Products) and piperidine (0.3 mL, 3.03 mmol) were dissolved in DMF (1.6 mL). The resulting mixture was stirred at room temperature for 30 minutes. The volatiles were removed in vacuo and the residue was used directly in the subsequent step without further purification. Reactants: O1C(COC2=CC=C(NC3=NC=NC(=C3)NC3=C(C=CC(=C3)Cl)Cl)C=C2)C1 (4-{4-[2,3-epoxypropoxy]anilino}-6-(2,5-dichloroanilino)pyrimidine), C(=O)([O-])[O-].[K+].[K+] (K2CO3), BrCCC#N (3-bromopropionitrile), O (water). Solvent: CS(=O)C (DMSO). Conditions: time 20 hour. Product: O1C(COC2=CC=C(NC3=NC=NC(=C3)N(C3=C(C=CC(=C3)Cl)Cl)CCC#N)C=C2)C1 (4-{4-[2,3-Epoxypropoxy]anilino}-6-[N-(2-cyanoethyl)-2,5-dichloroanilino]pyrimidine). Yield: 26.0%. RXN SMILES: [O:1]1[CH2:27][CH:2]1[CH2:3][O:4][C:5]1[CH:26]=[CH:25][C:8]([NH:9][C:10]2[CH:15]=[C:14]([NH:16][C:17]3[CH:22]=[C:21]([Cl:23])[CH:20]=[CH:19][C:18]=3[Cl:24])[N:13]=[CH:12][N:11]=2)=[CH:7][CH:6]=1.C([O-])([O-])=O.[K+].[K+].Br[CH2:35][CH2:36][C:37]#[N:38].O>CS(C)=O>[O:1]1[CH2:27][CH:2]1[CH2:3][O:4][C:5]1[CH:26]=[CH:25][C:8]([NH:9][C:10]2[CH:15]=[C:14]([N:16]([CH2:35][CH2:36][C:37]#[N:38])[C:17]3[CH:22]=[C:21]([Cl:23])[CH:20]=[CH:19][C:18]=3[Cl:24])[N:13]=[CH:12][N:11]=2)=[CH:7][CH:6]=1 |f:1.2.3|. Reported procedure: To a solution of 4-{4-[2,3-epoxypropoxy]anilino}-6-(2,5-dichloroanilino)pyrimidine (Reference Example 9, 1.4 g) in DMSO (3.75 ml) was added K2CO3 (1.1 g) and 3-bromopropionitrile (0.66 ml) and the reaction stirred for 20 hours. The mixture was poured into water and extracted with EtOAc. The organic extract was dried (MgSO4) and evaporated. The residue was purified by column chromatography eluting with DCM:MeOH; 99:1 to give the product (436 mg, 26%) as a colourless oil. NMR: 2.66 (1H, t), 2.78-2...